Dataset: the Open Reaction Database (ORD), a public repository of structured organic reaction records. Task: describe an organic reaction: reactants, conditions, products, and yield Starting materials: O=C([O-])[O-], CC(C)(C)CC(C)(C)c1ccc(OCc2ccccc2)c(O)c1, [K+], [K+], C=CCCC1(C)CO1. Yields the product C=CCCC(C)(O)COc1cc(C(C)(C)CC(C)(C)C)ccc1OCc1ccccc1. Reaction SMILES: [C:32](=[O:33])([O-:34])[O-:35].[CH2:1]([c:2]1[cH:3][cH:4][cH:5][cH:6][cH:7]1)[O:8][c:9]1[c:10]([OH:23])[cH:11][c:12]([C:15]([CH3:16])([CH3:17])[CH2:18][C:19]([CH3:20])([CH3:21])[CH3:22])[cH:13][cH:14]1.[K+:36].[K+:37].[O:24]1[CH2:25][C:26]1([CH2:27][CH2:28][CH:29]=[CH2:30])[CH3:31]>>[CH2:1]([c:2]1[cH:3][cH:4][cH:5][cH:6][cH:7]1)[O:8][c:9]1[c:10]([O:23][CH2:25][C:26]([OH:24])([CH2:27][CH2:28][CH:29]=[CH2:30])[CH3:31])[cH:11][c:12]([C:15]([CH3:16])([CH3:17])[CH2:18][C:19]([CH3:20])([CH3:21])[CH3:22])[cH:13][cH:14]1.